From a dataset of the Open Reaction Database (ORD), a public repository of structured organic reaction records. describe an organic reaction: reactants, conditions, products, and yield Reactants: [H-].[Na+] (NaH), C12NC(C(CC1)CC2)=O (2-Azabicyclo[2.2.2]octan-3-one), ClC1=NC2=CC(=C(C=C2N=C1)OC)OC (2-chloro-6,7-dimethoxyquinoxaline). The solvent is C1CCOC1.CN(C)C=O (THF DMF). Reaction conditions: temperature 80 celsius. Yields the product COC=1C=C2N=CC(=NC2=CC1OC)N1C2CCC(C1=O)CC2 (2-(6,7-Dimethoxy-quinoxalin-2-yl)-2-aza-bicyclo[2.2.2]octan-3-one). Yield: 34.9%. Reaction SMILES: [CH:1]12[CH2:8][CH2:7][CH:4]([CH2:5][CH2:6]1)[C:3](=[O:9])[NH:2]2.[H-].[Na+].Cl[C:13]1[CH:22]=[N:21][C:20]2[C:15](=[CH:16][C:17]([O:25][CH3:26])=[C:18]([O:23][CH3:24])[CH:19]=2)[N:14]=1>C1COCC1.CN(C=O)C>[CH3:24][O:23][C:18]1[CH:19]=[C:20]2[C:15](=[CH:16][C:17]=1[O:25][CH3:26])[N:14]=[C:13]([N:2]1[C:3](=[O:9])[CH:4]3[CH2:7][CH2:8][CH:1]1[CH2:6][CH2:5]3)[CH:22]=[N:21]2 |f:1.2,4.5|. Procedure: 2-Azabicyclo[2.2.2]octan-3-one (228 mg, 2.3 mmole) is dissolved in a mixture of THF/DMF (5 mL/3 mL) and treated with NaH (60%, 184 mg, 4.6 mmole). The resulting mixture is heated at 60° C. for 0.5 hour before addition of 2-chloro-6,7-dimethoxyquinoxaline (344 mg, 1.5 mmole). After being heated at 80° C. overnight, the reaction mixture is concentrated. The residue is chromatographed on silica gel (50% ethyl acetate/hexane) to give 164 mg (23%) of a yellow solid (m.p. 158-159° C.). Reactants: BrC1=CC=C(C=C1)N=NN1CCCC1 (1-((4-bromophenyl)diazenyl)pyrrolidine), [Li]CCCC (n-BuLi), resultant mixture, O1CC(C1)=O (oxetan-3-one). The solvent is C1CCOC1 (THF). Reaction conditions: temperature -78 celsius, time 1 hour. The product is N1(CCCC1)N=NC1=CC=C(C=C1)C1(COC1)O (3-(4-(pyrrolidin-1-yldiazenyl)phenyl)oxetan-3-ol). Isolated yield 102.6%. As a reaction SMILES: Br[C:2]1[CH:7]=[CH:6][C:5]([N:8]=[N:9][N:10]2[CH2:14][CH2:13][CH2:12][CH2:11]2)=[CH:4][CH:3]=1.[Li]CCCC.[O:20]1[CH2:23][C:22](=[O:24])[CH2:21]1>C1COCC1>[N:10]1([N:9]=[N:8][C:5]2[CH:6]=[CH:7][C:2]([C:22]3([OH:24])[CH2:23][O:20][CH2:21]3)=[CH:3][CH:4]=2)[CH2:14][CH2:13][CH2:12][CH2:11]1. Reported procedure: To a solution of 1-((4-bromophenyl)diazenyl)pyrrolidine (500 mg, 1.97 mmol) in anhydrous THF (20 mL) was added n-BuLi (1.8 mL, 4.33 mmol) dropwise at −78° C. under N2. The solution was stirred at −78° C. for 1 h, followed by the addition of oxetan-3-one (326 mg, 4.53 mmol). The resultant mixture was stirred at RT for 18 h. The reaction was quenched by saturated aqueous NH4Cl aq. (20 mL) and extracted with ethyl acetate (20 mL*3). The combined organic layers were concentrated under reduced pressu... The reactants are [OH-].[Na+] (sodium hydroxide), C(C(C)C)C1=CC=C(C=C1)C(C=O)C (2-(4-isobutylphenyl)-propionaldehyde). Reagents/catalysts: [Ag]=O (silver oxide). Yields the product C(C(C)C)C1=CC=C(C=C1)C(C(=O)O)C (2-(4-isobutylphenyl)-propionic acid). Isolated yield 57.0%. As a reaction SMILES: [CH2:1]([C:5]1[CH:10]=[CH:9][C:8]([CH:11]([CH3:14])[CH:12]=[O:13])=[CH:7][CH:6]=1)[CH:2]([CH3:4])[CH3:3].[OH-:15].[Na+]>[Ag]=O>[CH2:1]([C:5]1[CH:6]=[CH:7][C:8]([CH:11]([CH3:14])[C:12]([OH:15])=[O:13])=[CH:9][CH:10]=1)[CH:2]([CH3:4])[CH3:3] |f:1.2|. Reported procedure: To a stirred suspension of 1.4 g of silver oxide in 20 ml of 6% aqueous sodium hydroxide was added dropwise 2.1 g of the 2-(4-isobutylphenyl)-propionaldehyde obtained in the procedure of Example 3(i) over 10 minutes at 60°C with stirring. The mixture was further stirred at 60°C for 15 minutes and then allowed to stand. The precipitate was filtered off and washed with hot water. The filtrate and the washing liquor were combined together, and the insoluble oil was removed by extracting with ethyl ... The reactants are CN(CCCCNC(=O)OC(C)(C)C)CCNC(=O)c1nc(Cl)c(N)nc1N, ClCCl, O=C(O)C(F)(F)F. The product is CN(CCCCN)CCNC(=O)c1nc(Cl)c(N)nc1N. As a reaction SMILES: [C:1]([O:2][C:3](=[O:4])[NH:7][CH2:8][CH2:9][CH2:10][CH2:11][N:12]([CH3:13])[CH2:14][CH2:15][NH:16][C:17](=[O:18])[c:19]1[n:20][c:21]([Cl:27])[c:22]([NH2:26])[n:23][c:24]1[NH2:25])([CH3:5])([CH3:6])[CH3:28].[Cl:29][CH2:30][Cl:31].[F:32][C:33]([F:34])([F:35])[C:36]([OH:37])=[O:38]>>[NH2:7][CH2:8][CH2:9][CH2:10][CH2:11][N:12]([CH3:13])[CH2:14][CH2:15][NH:16][C:17](=[O:18])[c:19]1[n:20][c:21]([Cl:27])[c:22]([NH2:26])[n:23][c:24]1[NH2:25]. The reactants are C([O-])([O-])=O.[K+].[K+] (potassium carbonate), Cl.CN(CCCl)C (2-dimethylaminoethyl chloride hydrochloride), C([O-])([O-])=O.[K+].[K+] (potassium carbonate), Cl.CN(CCCl)C (2-dimethylaminoethyl chloride hydrochloride), COC(N=C(C(C1=C(C(=CC(=C1)CC)O)F)=NC1=CC(=C(C=C1)Br)CNC(=O)OC(C)(C)C)SC)=O ({2-[4-bromo-3-(t-butoxycarbonylaminomethyl)phenylimino]-2-(5-ethyl-2-fluoro-3-hydroxyphenyl)-1-methylsulfanylethylidene}carbamic acid methyl ester), CN(C)C=O (DMF), C([O-])([O-])=O.[K+].[K+] (potassium carbonate), Cl.CN(CCCl)C (2-dimethylaminoethyl chloride hydrochloride). The solvent is O (water), C(C)(=O)OCC (ethyl acetate). Reaction conditions: temperature 0 celsius, time 4 hour. Yields the product COC(N=C(C(C1=C(C(=CC(=C1)CC)OCCN(C)C)F)=NC1=CC(=C(C=C1)Br)CNC(=O)OC(C)(C)C)SC)=O ({2-[4-Bromo-3-(t-butoxycarbonylaminomethyl)phenylimino]-2-[3-(2-dimethylaminoethoxy)-5-ethyl-2-fluorophenyl]-1-methylsulfanylethylidene}carbamic Acid Methyl Ester). The yield is 39.8%. RXN SMILES: [CH3:1][O:2][C:3](=[O:36])[N:4]=[C:5]([S:34][CH3:35])[C:6](=[N:17][C:18]1[CH:23]=[CH:22][C:21]([Br:24])=[C:20]([CH2:25][NH:26][C:27]([O:29][C:30]([CH3:33])([CH3:32])[CH3:31])=[O:28])[CH:19]=1)[C:7]1[CH:12]=[C:11]([CH2:13][CH3:14])[CH:10]=[C:9]([OH:15])[C:8]=1[F:16].CN(C=O)C.C(=O)([O-])[O-].[K+].[K+].Cl.[CH3:49][N:50]([CH3:54])[CH2:51][CH2:52]Cl>O.C(OCC)(=O)C>[CH3:1][O:2][C:3](=[O:36])[N:4]=[C:5]([S:34][CH3:35])[C:6](=[N:17][C:18]1[CH:23]=[CH:22][C:21]([Br:24])=[C:20]([CH2:25][NH:26][C:27]([O:29][C:30]([CH3:31])([CH3:32])[CH3:33])=[O:28])[CH:19]=1)[C:7]1[CH:12]=[C:11]([CH2:13][CH3:14])[CH:10]=[C:9]([O:15][CH2:52][CH2:51][N:50]([CH3:54])[CH3:49])[C:8]=1[F:16] |f:2.3.4,5.6|. Procedure: To a mixture of {2-[4-bromo-3-(t-butoxycarbonylaminomethyl)phenylimino]-2-(5-ethyl-2-fluoro-3-hydroxyphenyl)-1-methylsulfanylethylidene}carbamic acid methyl ester (542 mg) and DMF (21.6 mL) there were added potassium carbonate (257 mg) and 2-dimethylaminoethyl chloride hydrochloride (268 mg) at 0° C. in that order, under a nitrogen atmosphere. The mixture was stirred for 4 hours at 0° C., and then potassium carbonate (257 mg) and 2-dimethylaminoethyl chloride hydrochloride (268 mg) were again ad... The reactants are BrCCC1=CC=CC=C1 (2-bromoethylbenzene), compound A1, Cl.COC=1C=C(C=CC1OC)C1=NN(C([C@@H]2CC=CC[C@H]12)=O)C1CCN(CC1)CC1=CC=C2C=CC(OC2=C1)=O ((4aS,8aR)-4-(3,4-Dimethoxyphenyl)-2-[1-(2-oxo-2H-chromen-7-ylmethyl)-piperidin-4-yl]-4a,5,8,8a-tetrahydro-2H-phthalazin-1-one hydrochloride). Yields the product Cl.COC=1C=C(C=CC1OC)C1=NN(C([C@@H]2CC=CC[C@H]12)=O)C1CCN(CC1)CCC1=CC=CC=C1 ((4aS,8aR)-4-(3,4-Dimethoxyphenyl)-2-(1-phenethyl-piperidin-4-yl)-4a,5,8,8a-tetrahydro-2H-phthalazin-1-one hydrochloride). RXN SMILES: BrCCC1C=CC=CC=1.[ClH:10].[CH3:11][O:12][C:13]1[CH:14]=[C:15]([C:21]2[C@@H:30]3[C@@H:25]([CH2:26][CH:27]=[CH:28][CH2:29]3)[C:24](=[O:31])[N:23]([CH:32]3[CH2:37][CH2:36][N:35]([CH2:38][C:39]4[CH:48]=[C:47]5[C:42]([CH:43]=[CH:44][C:45](=O)O5)=CC=4)[CH2:34][CH2:33]3)[N:22]=2)[CH:16]=[CH:17][C:18]=1[O:19][CH3:20]>>[ClH:10].[CH3:11][O:12][C:13]1[CH:14]=[C:15]([C:21]2[C@@H:30]3[C@@H:25]([CH2:26][CH:27]=[CH:28][CH2:29]3)[C:24](=[O:31])[N:23]([CH:32]3[CH2:33][CH2:34][N:35]([CH2:38][CH2:39][C:48]4[CH:47]=[CH:42][CH:43]=[CH:44][CH:45]=4)[CH2:36][CH2:37]3)[N:22]=2)[CH:16]=[CH:17][C:18]=1[O:19][CH3:20] |f:1.2,3.4|. Reported procedure: Prepared from 2-bromoethylbenzene and starting compound A1 as described for compound 18. M.p. 216-217° C. Starting materials: ClC1=NC2=CC=CC=C2N=C1C (2-Chloro-3-methylquinoxaline), product, C(CCC)NC(=S)N (n-butylthiourea), C (Norit). Run in CC(=O)C (acetone), CC(=O)C (acetone). Conditions: time 2 hour. Product: Cl.CC=1C(=NC2=CC=CC=C2N1)SC(NCCCC)=N (N-Butylcarbamimidothioic acid(3-methyl-2-quinoxalinyl)ester, hydrochloride). Reaction SMILES: [Cl:1][C:2]1[C:11]([CH3:12])=[N:10][C:9]2[C:4](=[CH:5][CH:6]=[CH:7][CH:8]=2)[N:3]=1.C.[CH2:14]([NH:18][C:19]([NH2:21])=[S:20])[CH2:15][CH2:16][CH3:17]>CC(C)=O>[ClH:1].[CH3:12][C:11]1[C:2]([S:20][C:19](=[NH:21])[NH:18][CH2:14][CH2:15][CH2:16][CH3:17])=[N:3][C:4]2[C:9]([N:10]=1)=[CH:8][CH:7]=[CH:6][CH:5]=2 |f:4.5|. Procedure details: 2-Chloro-3-methylquinoxaline (3.572 g., 0.02 mole) was dissolved in 50 ml. of acetone treated with Norit and filtered. The filtrate was added to a solution of 2.645 g. (0.02 mole) n-butylthiourea in 25 ml. acetone. After the mixture was stirred at room temperature for 31/2 hours, the solid which had formed was filtered, washed with acetone, then ether and dried to give 4.86 g. (78.2%) of product as an off-white solid, m.p. 118.5°-119.5°. Starting materials: [Br-], CC[Mg+], CCBr, CCOCC, [Mg], N#CSc1c(C(F)(F)F)nn(-c2c(Cl)cc(C(F)(F)F)cc2Cl)c1N, O. Product: CCSc1c(C(F)(F)F)nn(-c2c(Cl)cc(C(F)(F)F)cc2Cl)c1N. RXN SMILES: [Br-:1].[CH2:2]([CH3:3])[Mg+:4].[CH2:6]([Br:7])[CH3:8].[CH3:34][CH2:35][O:36][CH2:37][CH3:38].[Mg:5].[NH2:9][c:10]1[c:11]([S:31][C:32]#[N:33])[c:12]([C:27]([F:28])([F:29])[F:30])[n:13][n:14]1-[c:15]1[c:16]([Cl:26])[cH:17][c:18]([C:22]([F:23])([F:24])[F:25])[cH:19][c:20]1[Cl:21].[OH2:39]>>[CH2:2]([CH3:3])[S:31][c:11]1[c:10]([NH2:9])[n:14](-[c:15]2[c:16]([Cl:26])[cH:17][c:18]([C:22]([F:23])([F:24])[F:25])[cH:19][c:20]2[Cl:21])[n:13][c:12]1[C:27]([F:28])([F:29])[F:30].